Dataset: the Open Reaction Database (ORD), a public repository of structured organic reaction records. Task: describe an organic reaction: reactants, conditions, products, and yield Reactants: C(C)N1N=C(C2=NC=CC=C21)C2=CC=C(C=C2)OC2=NC1=C(N2COCC[Si](C)(C)C)C=CC=C1 (1-ethyl-3-{4-[(1-{[2-(trimethylsilyl)ethoxy]methyl}-1H-benzimidazol-2-yl)oxy]phenyl}-1H-pyrazolo[4,3-b]pyridine), Cl (HCl), [OH-].[Na+] (NaOH). Solvent: CCO (EtOH). The product is N1C(=NC2=C1C=CC=C2)OC2=CC=C(C=C2)C2=NN(C=1C2=NC=CC1)CC (3-[4-(1H-Benzimidazol-2-yloxy)phenyl]-1-ethyl-1H-pyrazolo[4,3-b]pyridine). Isolated yield 78.8%. As a reaction SMILES: [CH2:1]([N:3]1[C:11]2[C:6](=[N:7][CH:8]=[CH:9][CH:10]=2)[C:5]([C:12]2[CH:17]=[CH:16][C:15]([O:18][C:19]3[N:23](COCC[Si](C)(C)C)[C:22]4[CH:32]=[CH:33][CH:34]=[CH:35][C:21]=4[N:20]=3)=[CH:14][CH:13]=2)=[N:4]1)[CH3:2].Cl.[OH-].[Na+]>CCO>[NH:23]1[C:22]2[CH:32]=[CH:33][CH:34]=[CH:35][C:21]=2[N:20]=[C:19]1[O:18][C:15]1[CH:16]=[CH:17][C:12]([C:5]2[C:6]3=[N:7][CH:8]=[CH:9][CH:10]=[C:11]3[N:3]([CH2:1][CH3:2])[N:4]=2)=[CH:13][CH:14]=1 |f:2.3|. Procedure details: A mixture of 1-ethyl-3-{4-[(1-{[2-(trimethylsilyl)ethoxy]methyl}-1H-benzimidazol-2-yl)oxy]phenyl}-1H-pyrazolo[4,3-b]pyridine (510 mg), 6 M HCl aqueous solution (5 mL), and EtOH (5 mL) was refluxed for 2 h. The reaction mixture was poured into 1 M NaOH aqueous solution and extracted with AcOEt. The extract was washed with brine, dried over MgSO4, and concentrated under reduced pressure. The residue was washed with hexane/AcOEt (1/1) and recrystallized from MeOH to give the title compound (294 mg)...